Dataset: the Open Reaction Database (ORD), a public repository of structured organic reaction records. Task: describe an organic reaction: reactants, conditions, products, and yield Reactants: CCCCCC, [Cu+2], O=C1CCCCC1, CC(O)C(O)C(O)C(O)C=O, O, O=S(=O)(O)O, O=S(=O)([O-])[O-]. Yields the product CC(O)C(O)C1OC2(CCCCC2)OC1C=O. As a reaction SMILES: [CH3:31][CH2:32][CH2:33][CH2:34][CH2:35][CH3:36].[Cu+2:30].[O:13]=[C:14]1[CH2:15][CH2:16][CH2:17][CH2:18][CH2:19]1.[O:2]=[CH:3][CH:4]([OH:5])[CH:6]([OH:7])[CH:8]([OH:9])[CH:10]([OH:11])[CH3:12].[OH2:1].[S:20](=[O:21])(=[O:22])([OH:23])[OH:24].[S:25]([O-:26])([O-:27])(=[O:28])=[O:29]>>[O:2]=[CH:3][CH:4]1[O:5][C:14]2([O:7][CH:6]1[CH:8]([OH:9])[CH:10]([OH:11])[CH3:12])[CH2:15][CH2:16][CH2:17][CH2:18][CH2:19]2. The reactants are COC([C@@H](NC(C1=C(C=C(C=C1)C(=O)O)C1=CC=CC=C1)=O)CCSC)=O (4-Carboxy-2-phenylbenzoyl methionine methyl ester), ON1N=NC2=C(C1=O)C=CC=C2 (3-hydroxy-1,2,3-benzotriazin-4(3H)-one), Cl.CN(CCCN=C=NCC)C (1-(3-dimehtylaminopropyl)-3-ethylcarbodiimide hydrochloride), NC1=NC=CC=C1 (2-aminopyridine). Run in CN(C)C=O (DMF), C(C)(=O)OCC (ethyl acetate). The product is COC([C@@H](NC(C1=C(C=C(C=C1)C(=O)NC1=NC=CC=C1)C1=CC=CC=C1)=O)CCSC)=O (4-[(Pyridin-2-ylamino)carbonyl]-2-phenylbenzoyl methionine methyl ester). RXN SMILES: [CH3:1][O:2][C:3](=[O:27])[C@H:4]([CH2:23][CH2:24][S:25][CH3:26])[NH:5][C:6](=[O:22])[C:7]1[CH:12]=[CH:11][C:10]([C:13](O)=[O:14])=[CH:9][C:8]=1[C:16]1[CH:21]=[CH:20][CH:19]=[CH:18][CH:17]=1.ON1C(=O)C2C=CC=CC=2N=N1.[NH2:40][C:41]1[CH:46]=[CH:45][CH:44]=[CH:43][N:42]=1.Cl.CN(C)CCCN=C=NCC>CN(C=O)C.C(OCC)(=O)C>[CH3:1][O:2][C:3](=[O:27])[C@H:4]([CH2:23][CH2:24][S:25][CH3:26])[NH:5][C:6](=[O:22])[C:7]1[CH:12]=[CH:11][C:10]([C:13]([NH:40][C:41]2[CH:46]=[CH:45][CH:44]=[CH:43][N:42]=2)=[O:14])=[CH:9][C:8]=1[C:16]1[CH:21]=[CH:20][CH:19]=[CH:18][CH:17]=1 |f:3.4|. Procedure details: To a solution of the resultant acid from Example 60A (1.0 equivalent) in DMF is added 3-hydroxy-1,2,3-benzotriazin-4(3H)-one (1.5 equivalents) followed by 2-aminopyridine (1.0 equivalent) and 1-(3-dimehtylaminopropyl)-3-ethylcarbodiimide hydrochloride (1.5 equivalents). When judged complete by TLC analysis, the reaction is taken up in ethyl acetate which is washed by 1N HCl and saturated brine, and then is dried and evaporated. The crude reaction mixture is purified by column chromatography to a...